This data is from the Open Reaction Database (ORD), a public repository of structured organic reaction records. The task is: describe an organic reaction: reactants, conditions, products, and yield The reactants are ClC1=C(C=CC=C1)C1=C2C(=NC=C1[N+](=O)[O-])SC(=C2)CC (4-(2-chlorophenyl)-2-ethyl-5-nitrothieno[2,3-b]pyridine), Cl (hydrochloric acid), [OH-].[Na+] (NaOH), O.O.[Sn](Cl)Cl (tin(II) chloride dihydrate). The solvent is O1CCOCC1 (dioxane), C(Cl)(Cl)Cl (chloroform), O (water). Run at time 1 hour. The product is NC=1C(=C2C(=NC1)SC(=C2)CC)C2=C(C=CC=C2)Cl (5-amino-4-(2-chlorophenyl)-2-ethylthieno[2,3-b]pyridine). The yield is 85.5%. RXN SMILES: [Cl:1][C:2]1[CH:7]=[CH:6][CH:5]=[CH:4][C:3]=1[C:8]1[C:13]([N+:14]([O-])=O)=[CH:12][N:11]=[C:10]2[S:17][C:18]([CH2:20][CH3:21])=[CH:19][C:9]=12.Cl.O.O.[Sn](Cl)Cl.[OH-].[Na+]>C(Cl)(Cl)Cl.O.O1CCOCC1>[NH2:14][C:13]1[C:8]([C:3]2[CH:4]=[CH:5][CH:6]=[CH:7][C:2]=2[Cl:1])=[C:9]2[CH:19]=[C:18]([CH2:20][CH3:21])[S:17][C:10]2=[N:11][CH:12]=1 |f:2.3.4,5.6|. Procedure details: To a mixture of 4-(2-chlorophenyl)-2-ethyl-5-nitrothieno[2,3-b]pyridine (4.0 g), dioxane (25 ml) and conc. hydrochloric acid (12.5 ml) was added tin(II) chloride dihydrate (8.5 g). After stirring at room temperature for one hour, water was added to the mixture, which was made strong alkaline with 6N NaOH and then extraced with chloroform. The extract was washed with water and dried over MgSO4 and the solvent was distilled off. The residue was chromatographed on a silica gel column and eluted wit...